This data is from the Open Reaction Database (ORD), a public repository of structured organic reaction records. The task is: describe an organic reaction: reactants, conditions, products, and yield Reactants: [OH-].[Li+] (lithium hydroxide), C(C)OC(C1=CC(=C(C=C1)NC(C(C1CCCCC1)C=1N(N=C2C=CC=CC12)C1=CC=C(C=C1)Cl)=O)F)=O (4-{2-[2-(4-chloro-phenyl)-2H-indazol-3-yl]-2-cyclohexyl-acetylamino}-3-fluoro-benzoic acid ethyl ester). The solvent is C1CCOC1 (THF), CO (MeOH). Product: ClC1=CC=C(C=C1)N1N=C2C=CC=CC2=C1C(C(=O)NC1=C(C=C(C(=O)O)C=C1)F)C1CCCCC1 (4-{2-[2-(4-Chloro-phenyl)-2H-indazol-3-yl]-2-cyclohexyl-acetylamino}-3-fluoro-benzoic acid). As a reaction SMILES: C([O:3][C:4](=[O:38])[C:5]1[CH:10]=[CH:9][C:8]([NH:11][C:12](=[O:36])[CH:13]([C:20]2[N:21]([C:29]3[CH:34]=[CH:33][C:32]([Cl:35])=[CH:31][CH:30]=3)[N:22]=[C:23]3[C:28]=2[CH:27]=[CH:26][CH:25]=[CH:24]3)[CH:14]2[CH2:19][CH2:18][CH2:17][CH2:16][CH2:15]2)=[C:7]([F:37])[CH:6]=1)C.[OH-].[Li+]>C1COCC1.CO>[Cl:35][C:32]1[CH:33]=[CH:34][C:29]([N:21]2[C:20]([CH:13]([CH:14]3[CH2:19][CH2:18][CH2:17][CH2:16][CH2:15]3)[C:12]([NH:11][C:8]3[CH:9]=[CH:10][C:5]([C:4]([OH:38])=[O:3])=[CH:6][C:7]=3[F:37])=[O:36])=[C:28]3[C:23]([CH:24]=[CH:25][CH:26]=[CH:27]3)=[N:22]2)=[CH:30][CH:31]=1 |f:1.2|. Procedure details: In analogy to the procedure described in example 7.2, 4-{2-[2-(4-chloro-phenyl)-2H-indazol-3-yl]-2-cyclohexyl-acetylamino}-3-fluoro-benzoic acid ethyl ester was treated with 1 N aqueous lithium hydroxide solution in THF and MeOH to give the title compound as yellow oil. MS: m/e=506.2 [M+H+].